describe an organic reaction: reactants, conditions, products, and yield From a dataset of the Open Reaction Database (ORD), a public repository of structured organic reaction records. The reactants are N1C(=NC2=C1C=CC=C2)C[C@H]2CC[C@H](CC2)C(=O)O (Cis-4-(1H-benzoimidazol-2-ylmethyl)-cyclohexanecarboxylic Acid), C(CCl)Cl (EDC), C1=CC2=C(N=C1)N(N=N2)O (HOAt), FC1=C(CN)C=CC=C1 (2-fluorobenzylamine). Run in CN(C)C=O (DMF). Conditions: time 1 hour. Yields the product FC1=C(CNC(=O)[C@@H]2CC[C@@H](CC2)CC2=NC3=C(N2)C=CC=C3)C=CC=C1 (cis-4-(1H-benzimidazol-2-ylmethyl)-cyclohexanecarboxylic acid 2-fluoro-benzylamide). Isolated yield 59.9%. RXN SMILES: [NH:1]1[C:5]2[CH:6]=[CH:7][CH:8]=[CH:9][C:4]=2[N:3]=[C:2]1[CH2:10][C@@H:11]1[CH2:16][CH2:15][C@H:14]([C:17]([OH:19])=O)[CH2:13][CH2:12]1.C(Cl)CCl.C1C=NC2N(O)N=NC=2C=1.[F:34][C:35]1[CH:42]=[CH:41][CH:40]=[CH:39][C:36]=1[CH2:37][NH2:38]>CN(C=O)C>[F:34][C:35]1[CH:42]=[CH:41][CH:40]=[CH:39][C:36]=1[CH2:37][NH:38][C:17]([C@H:14]1[CH2:13][CH2:12][C@@H:11]([CH2:10][C:2]2[NH:1][C:5]3[CH:6]=[CH:7][CH:8]=[CH:9][C:4]=3[N:3]=2)[CH2:16][CH2:15]1)=[O:19]. Procedure: To a solution of (E) cis-4-(1H-benzimidazol-2-ylmethyl)-cyclohexanecarboxylic acid (271 mg, 1.05 mmol), EDC (200 mg, 1.05 mmol) and HOAt (142 mg, 1.05 mmol) in anhydrous DMF (4 mL) was added 2-fluorobenzylamine (131 mg, 1.05 mmol) and the reaction mixture was stirred for 1 h. The reaction mixture was partitioned between saturated aqueous NaHCO3 and EtOAc and the organic layer washed 2× with water. The EtOAc was dried with MgSO4 and concentrated to give a yellow solid. The crude material was trit... Product: CCOC(=O)COc1ccccc1Oc1cc(-n2c(=O)cc(C(F)(F)F)n(C)c2=O)c(F)cc1Cl. Reactants: O=C([O-])[O-], CI, CN(C)C=O, CCOC(=O)COc1ccccc1Oc1cc(-n2c(=O)cc(C(F)(F)F)[nH]c2=O)c(F)cc1Cl, Cl, [K+], [K+]. Reaction SMILES: [C:35](=[O:36])([O-:37])[O-:38].[CH3:41][I:42].[CH3:44][N:45]([CH3:46])[CH:47]=[O:48].[Cl:1][c:2]1[c:3]([O:4][c:5]2[c:6]([O:7][CH2:8][C:9](=[O:10])[O:11][CH2:12][CH3:13])[cH:14][cH:15][cH:16][cH:17]2)[cH:18][c:19](-[n:23]2[c:24](=[O:34])[nH:25][c:26]([C:30]([F:31])([F:32])[F:33])[cH:27][c:28]2=[O:29])[c:20]([F:22])[cH:21]1.[ClH:43].[K+:39].[K+:40]>>[Cl:1][c:2]1[c:3]([O:4][c:5]2[c:6]([O:7][CH2:8][C:9](=[O:10])[O:11][CH2:12][CH3:13])[cH:14][cH:15][cH:16][cH:17]2)[cH:18][c:19](-[n:23]2[c:24](=[O:34])[n:25]([CH3:35])[c:26]([C:30]([F:31])([F:32])[F:33])[cH:27][c:28]2=[O:29])[c:20]([F:22])[cH:21]1. The reactants are C[N+](=O)[O-], O, O=[N+]([O-])O, O=S(=O)(O)O, O=C1CCc2ccccc2CC1. The product is O=C1CCc2ccc([N+](=O)[O-])cc2CC1. As a reaction SMILES: [N+:23]([CH3:24])([O-:25])=[O:26].[OH2:22].[OH:6][N+:7]([O-:8])=[O:9].[S:1](=[O:2])(=[O:3])([OH:4])[OH:5].[cH:10]1[cH:11][cH:12][cH:13][c:14]2[c:15]1[CH2:16][CH2:17][C:18](=[O:21])[CH2:19][CH2:20]2>>[O-:6][N+:7](=[O:9])[c:12]1[cH:11][cH:10][c:15]2[c:14]([cH:13]1)[CH2:20][CH2:19][C:18](=[O:21])[CH2:17][CH2:16]2. Reactants: C1COCCO1, COC(=O)C(NC(=O)OC(C)(C)C)C(C)OC, [Li+], [OH-], O. Yields the product COC(C)C(NC(=O)OC(C)(C)C)C(=O)O. RXN SMILES: [CH2:20]1[O:21][CH2:22][CH2:23][O:24][CH2:25]1.[CH3:1][O:2][C:3]([CH:4]([NH:5][C:6](=[O:7])[O:8][C:9]([CH3:10])([CH3:11])[CH3:12])[CH:13]([O:14][CH3:15])[CH3:16])=[O:17].[Li+:19].[OH-:18].[OH2:26]>>[O:2]=[C:3]([CH:4]([NH:5][C:6](=[O:7])[O:8][C:9]([CH3:10])([CH3:11])[CH3:12])[CH:13]([O:14][CH3:15])[CH3:16])[OH:17].